describe an organic reaction: reactants, conditions, products, and yield From a dataset of the Open Reaction Database (ORD), a public repository of structured organic reaction records. Reactants: C(C)SC1=C(C=CC=C1)C1=NC=2C(=NC=C(C2)C(F)(F)F)N1C (2-(2-ethylsulfanylphenyl)-3-methyl-6-trifluoromethyl-3H-imidazo[4,5-b]pyridine), ClC1=CC(=CC=C1)C(=O)OO (3-chloroperbenzoic acid), [Na] (sodium), S(=S)(=O)([O-])[O-] (thiosulfate). Solvent: C(Cl)(Cl)Cl (chloroform), C(Cl)(Cl)Cl (chloroform). Reaction conditions: time 1 hour. Product: C(C)S(=O)(=O)C1=C(C=CC=C1)C1=NC=2C(=NC=C(C2)C(F)(F)F)N1C (2-(2-ethylsulfonylphenyl)-3-methyl-6-trifluoromethyl-3H-imidazo[4,5-b]pyridine). Reaction SMILES: C(S[C:4]1[CH:9]=[CH:8][CH:7]=[CH:6][C:5]=1[C:10]1[N:22]([CH3:23])[C:13]2=[N:14][CH:15]=[C:16]([C:18]([F:21])([F:20])[F:19])[CH:17]=[C:12]2[N:11]=1)C.Cl[C:25]1C=CC=C(C(OO)=O)[CH:26]=1.[Na].[S:36]([O-:40])([O-])(=[O:38])=S>C(Cl)(Cl)Cl>[CH2:25]([S:36]([C:4]1[CH:9]=[CH:8][CH:7]=[CH:6][C:5]=1[C:10]1[N:22]([CH3:23])[C:13]2=[N:14][CH:15]=[C:16]([C:18]([F:21])([F:19])[F:20])[CH:17]=[C:12]2[N:11]=1)(=[O:40])=[O:38])[CH3:26] |^1:34|. Procedure: To a mixture of 2-(2-ethylsulfanylphenyl)-3-methyl-6-trifluoromethyl-3H-imidazo[4,5-b]pyridine (0.25 g) and chloroform (3 ml), 3-chloroperbenzoic acid (purity: not less than 65%, 0.43 g) was added under ice-cooling, and then heated to room temperature, and stirred for 1 hour. To the reaction mixture, chloroform was added under ice-cooling, and then saturated aqueous sodium, thiosulfate solution was poured, and extracted with ethyl acetate. The organic layer was washed with saturated aqueous sodi... Reactants: [OH-].[Na+] (sodium hydroxide), BrC1=CC(=C2C=NN(C2=C1)S(=O)(=O)C1=CC=CC=C1)C=1OC(=NN1)CN1C[C@H](N([C@H](C1)C)C(C)C)C (6-Bromo-4-(5-{[(3R,5S)-3,5-dimethyl-4-(1-methylethyl)-1-piperazinyl]methyl}-1,3,4-oxadiazol-2-yl)-1-(phenylsulfonyl)-1H-indazole), FC1=C(C=CC(=C1)F)S(=O)(=O)NC=1C(=NC=C(C1)B1OC(C(O1)(C)C)(C)C)OC (2,4-difluoro-N-[2-(methyloxy)-5-(4,4,5,5-tetramethyl-1,3,2-dioxaborolan-2-yl)-3-pyridinyl]benzenesulfonamide), [O-]P(=O)([O-])[O-].[K+].[K+].[K+] (potassium phosphate tribasic). Reagents/catalysts: [Pd](Cl)Cl.C1(=CC=CC=C1)P([C-]1C=CC=C1)C1=CC=CC=C1.[C-]1(C=CC=C1)P(C1=CC=CC=C1)C1=CC=CC=C1.[Fe+2] (1,1′-bis(diphenylphosphino)ferrocene palladium dichloride). Run in O1CCOCC1 (1,4-dioxane), O (water). Conditions: temperature 100 celsius. Yields the product C[C@@H]1CN(C[C@@H](N1C(C)C)C)CC1=NN=C(O1)C1=C2C=NNC2=CC(=C1)C=1C=C(C(=NC1)OC)NS(=O)(=O)C1=C(C=C(C=C1)F)F (N-[5-[4-(5-{[(3R,5S)-3,5-Dimethyl-4-(1-methylethyl)-1-piperazinyl]methyl}-1,3,4-oxadiazol-2-yl)-1H-indazol-6-yl]-2-(methyloxy)-3-pyridinyl]-2,4-difluorobenzenesulfonamide). Isolated yield 2.5%. As a reaction SMILES: Br[C:2]1[CH:10]=[C:9]2[C:5]([CH:6]=[N:7][N:8]2S(C2C=CC=CC=2)(=O)=O)=[C:4]([C:20]2[O:21][C:22]([CH2:25][N:26]3[CH2:31][C@H:30]([CH3:32])[N:29]([CH:33]([CH3:35])[CH3:34])[C@H:28]([CH3:36])[CH2:27]3)=[N:23][N:24]=2)[CH:3]=1.[F:37][C:38]1[CH:43]=[C:42]([F:44])[CH:41]=[CH:40][C:39]=1[S:45]([NH:48][C:49]1[C:50]([O:64][CH3:65])=[N:51][CH:52]=[C:53](B2OC(C)(C)C(C)(C)O2)[CH:54]=1)(=[O:47])=[O:46].[O-]P([O-])([O-])=O.[K+].[K+].[K+].[OH-].[Na+]>O1CCOCC1.O.[Pd](Cl)Cl.C1(P(C2C=CC=CC=2)[C-]2C=CC=C2)C=CC=CC=1.[C-]1(P(C2C=CC=CC=2)C2C=CC=CC=2)C=CC=C1.[Fe+2]>[CH3:36][C@H:28]1[N:29]([CH:33]([CH3:35])[CH3:34])[C@@H:30]([CH3:32])[CH2:31][N:26]([CH2:25][C:22]2[O:21][C:20]([C:4]3[CH:3]=[C:2]([C:53]4[CH:54]=[C:49]([NH:48][S:45]([C:39]5[CH:40]=[CH:41][C:42]([F:44])=[CH:43][C:38]=5[F:37])(=[O:47])=[O:46])[C:50]([O:64][CH3:65])=[N:51][CH:52]=4)[CH:10]=[C:9]4[C:5]=3[CH:6]=[N:7][NH:8]4)=[N:24][N:23]=2)[CH2:27]1 |f:2.3.4.5,6.7,10.11.12.13|. Reported procedure: 6-Bromo-4-(5-{[(3R,5S)-3,5-dimethyl-4-(1-methylethyl)-1-piperazinyl]methyl}-1,3,4-oxadiazol-2-yl)-1-(phenylsulfonyl)-1H-indazole (172 mg, 0.300 mmol), 2,4-difluoro-N-[2-(methyloxy)-5-(4,4,5,5-tetramethyl-1,3,2-dioxaborolan-2-yl)-3-pyridinyl]benzenesulfonamide (128 mg, 0.300 mmol), 1,1′-bis(diphenylphosphino)ferrocene palladium dichloride (43.9 mg, 0.060 mmol) and potassium phosphate tribasic (191 mg, 0.900 mmol) were added to a microwave vial and dissolved in 1,4-dioxane (2.5 ml) and water (0.25... Starting materials: CCO, O=[N+]([O-])c1ccc(C(O)c2ccccn2)cc1. Product: Nc1ccc(C(O)c2ccccn2)cc1. As a reaction SMILES: [CH3:18][CH2:19][OH:20].[N+:1]([O-:2])(=[O:3])[c:4]1[cH:5][cH:6][c:7]([CH:10]([OH:11])[c:12]2[n:13][cH:14][cH:15][cH:16][cH:17]2)[cH:8][cH:9]1>>[NH2:1][c:4]1[cH:5][cH:6][c:7]([CH:10]([OH:11])[c:12]2[n:13][cH:14][cH:15][cH:16][cH:17]2)[cH:8][cH:9]1. Product: CCOC(=O)C=Cc1ccc(NC2CCN(c3ccccc3)C2)nc1. Starting materials: O=N[O-], CCOC(=O)C=Cc1ccc(NC2CCN(c3ccc(N)cc3)C2)nc1, [Na+], [Na+], O=C([O-])O, O, O=[PH2]O. RXN SMILES: [N:30]([O-:31])=[O:32].[NH2:1][c:2]1[cH:3][cH:4][c:5]([N:8]2[CH2:9][CH:10]([NH:13][c:14]3[cH:15][cH:16][c:17]([CH:20]=[CH:21][C:22](=[O:23])[O:24][CH2:25][CH3:26])[cH:18][n:19]3)[CH2:11][CH2:12]2)[cH:6][cH:7]1.[Na+:33].[Na+:38].[O-:34][C:35]([OH:36])=[O:37].[OH2:39].[PH2:27](=[O:28])[OH:29]>>[cH:2]1[cH:3][cH:4][c:5]([N:8]2[CH2:9][CH:10]([NH:13][c:14]3[cH:15][cH:16][c:17]([CH:20]=[CH:21][C:22](=[O:23])[O:24][CH2:25][CH3:26])[cH:18][n:19]3)[CH2:11][CH2:12]2)[cH:6][cH:7]1. The reactants are BrC1=CC=C2C(=NNC2=C1)NC(=O)C1CC1 (N-(6-bromo-1H-indazol-3-yl)cyclopropanecarboxamide), C(C)OC(=O)C=1C=C(C=CC1)B(O)O (3-(ethoxycarbonyl)phenylboronic acid). The reagents and catalysts are C1=CC=C(C=C1)P([C-]2C=CC=C2)C3=CC=CC=C3.C1=CC=C(C=C1)P([C-]2C=CC=C2)C3=CC=CC=C3.Cl[Pd]Cl.[Fe+2] (Pd(dppf)Cl2). The solvent is O1CCOCC1 (dioxane), C([O-])([O-])=O.[Na+].[Na+] (sodium carbonate). Run at temperature 100 celsius, time 4 hour. Yields the product C1(CC1)C(=O)NC1=NNC2=CC(=CC=C12)C=1C=C(C(=O)OCC)C=CC1 (Ethyl 3-(3-(cyclopropanecarboxamido)-1H-indazol-6-yl)benzoate). The yield is 80.1%. As a reaction SMILES: Br[C:2]1[CH:10]=[C:9]2[C:5]([C:6]([NH:11][C:12]([CH:14]3[CH2:16][CH2:15]3)=[O:13])=[N:7][NH:8]2)=[CH:4][CH:3]=1.[CH2:17]([O:19][C:20]([C:22]1[CH:23]=[C:24](B(O)O)[CH:25]=[CH:26][CH:27]=1)=[O:21])[CH3:18]>O1CCOCC1.C(=O)([O-])[O-].[Na+].[Na+].C1C=CC(P(C2C=CC=CC=2)[C-]2C=CC=C2)=CC=1.C1C=CC(P(C2C=CC=CC=2)[C-]2C=CC=C2)=CC=1.Cl[Pd]Cl.[Fe+2]>[CH:14]1([C:12]([NH:11][C:6]2[C:5]3[C:9](=[CH:10][C:2]([C:26]4[CH:27]=[C:22]([CH:23]=[CH:24][CH:25]=4)[C:20]([O:19][CH2:17][CH3:18])=[O:21])=[CH:3][CH:4]=3)[NH:8][N:7]=2)=[O:13])[CH2:16][CH2:15]1 |f:3.4.5,6.7.8.9|. Procedure: To a solution of N-(6-bromo-1H-indazol-3-yl)cyclopropanecarboxamide (560 mg, 2.0 mmol) in dioxane (20 mL) and 1N sodium carbonate solution (8 mL) were added 3-(ethoxycarbonyl)phenylboronic acid (388 mg, 2.0 mmol) and Pd(dppf)Cl2 (103 mg, 0.2 mmol). After the reaction was stirred at 100° C. for 4 hours and cooled to room temperature, the mixture was filtered through Celite and washed by ethyl acetate. The combined organic solution was washed by brine, dried with sodium sulfate and concentrated in... The reactants are C(=O)O.C(C)OC(CN1CC2=CC=CC(=C2CC1)C1=NOC(=N1)C1=CC(=C(C=C1)OC(C)C)C#N)=O (ethyl[5-(5-{3-cyano-4-[(1-methylethyl)oxy]phenyl}-1,2,4-oxadiazol-3-yl)-3,4-dihydro-2(1H)-isoquinolinyl]acetate formic acid), [Li+].[OH-] (LiOH), Cl (HCl). The solvent is C1CCOC1.CO.O (THF MeOH water). Product: Cl.C(#N)C=1C=C(C=CC1OC(C)C)C1=NC(=NO1)C1=C2CCN(CC2=CC=C1)CC(=O)O ([5-(5-{3-cyano-4-[(1-methylethyl)oxy]phenyl}-1,2,4-oxadiazol-3-yl)-3,4-dihydro-2(1H)-isoquinolinyl]acetic acid hydrochloride). Isolated yield 85.0%. As a reaction SMILES: C(O)=O.C([O:6][C:7](=[O:36])[CH2:8][N:9]1[CH2:18][CH2:17][C:16]2[C:11](=[CH:12][CH:13]=[CH:14][C:15]=2[C:19]2[N:23]=[C:22]([C:24]3[CH:29]=[CH:28][C:27]([O:30][CH:31]([CH3:33])[CH3:32])=[C:26]([C:34]#[N:35])[CH:25]=3)[O:21][N:20]=2)[CH2:10]1)C.[Li+].[OH-].[ClH:39]>C1COCC1.CO.O>[ClH:39].[C:34]([C:26]1[CH:25]=[C:24]([C:22]2[O:21][N:20]=[C:19]([C:15]3[CH:14]=[CH:13][CH:12]=[C:11]4[C:16]=3[CH2:17][CH2:18][N:9]([CH2:8][C:7]([OH:36])=[O:6])[CH2:10]4)[N:23]=2)[CH:29]=[CH:28][C:27]=1[O:30][CH:31]([CH3:33])[CH3:32])#[N:35] |f:0.1,2.3,5.6.7,8.9|. Procedure details: A solution of ethyl[5-(5-{3-cyano-4-[(1-methylethyl)oxy]phenyl}-1,2,4-oxadiazol-3-yl)-3,4-dihydro-2(1H)-isoquinolinyl]acetate formic acid salt (Preparation 5, 11.6 mg, 0.026 mmol) and LiOH (0.3 mg) in THF-MeOH-water (300 μl, 300 μl, 200 μL) was irradiated to 100° C. for 3 min in the microwave. 2M aqueous HCl (1 mL) was added, then the solution extracted with DCM (2×2 mL). The combined organics were concentrated in vacuo to give the title compound as a white solid (10.1 mg, 85%). 1H NMR (400 MHz,... The reactants are NC1=NC(=NC(=N1)C(C)(C)F)NC(CCCC1=CC=CC=C1)C1CC1 (2-amino-4-(1-fluoro-1-methylethyl)-6-(1-cyclopropyl-4-phenyl-1-butylamino)-1,3,5-triazine), COC(N(C)C)OC (N,N-dimethylformamide dimethyl acetal). Run in C1(=CC=CC=C1)C (toluene). The product is CN(C)C=NC1=NC(=NC(=N1)C(C)(C)F)NC(CCCC1=CC=CC=C1)C1CC1 (2-Dimethylaminomethyleneamino-4-(1-fluoro-1-methylethyl)-6-(1-cyclopropyl-4-phenyl-1-butylamino)-1,3,5-triazine). Reaction SMILES: [NH2:1][C:2]1[N:7]=[C:6]([C:8]([F:11])([CH3:10])[CH3:9])[N:5]=[C:4]([NH:12][CH:13]([CH:23]2[CH2:25][CH2:24]2)[CH2:14][CH2:15][CH2:16][C:17]2[CH:22]=[CH:21][CH:20]=[CH:19][CH:18]=2)[N:3]=1.CO[CH:28](OC)[N:29]([CH3:31])[CH3:30]>C1(C)C=CC=CC=1>[CH3:28][N:29]([CH:31]=[N:1][C:2]1[N:7]=[C:6]([C:8]([F:11])([CH3:9])[CH3:10])[N:5]=[C:4]([NH:12][CH:13]([CH:23]2[CH2:24][CH2:25]2)[CH2:14][CH2:15][CH2:16][C:17]2[CH:22]=[CH:21][CH:20]=[CH:19][CH:18]=2)[N:3]=1)[CH3:30]. Reported procedure: A solution of 1.71 g (5 mmol) of 2-amino-4-(1-fluoro-1-methylethyl)-6-(1-cyclopropyl-4-phenyl-1-butylamino)-1,3,5-triazine and 2 ml of N,N-dimethylformamide dimethyl acetal in 30 ml of toluene is refluxed for 2 hours. All volatile constituents are subsequently carefully distilled off. This gives 1.94 g (97.5% of theory) of 2-dimethylaminomethyleneamino-4-(1-fluoro-1-methylethyl)-6-(1-cyclopropyl-4-phenyl-1-butylamino)-1,3,5-triazine as colorless oil. Starting materials: O=C([O-])[O-], CC(=O)[O-], CC(=O)[O-], COC(=O)c1cc(Cl)nc(S(=O)(=O)N(C)C)c1, Cc1ccccc1, CCC(C)N, [Cs+], [Cs+], [Pd+2], c1ccc(P(c2ccccc2)c2ccc3ccccc3c2-c2c(P(c3ccccc3)c3ccccc3)ccc3ccccc23)cc1. The product is CCC(C)Nc1cc(C(=O)OC)cc(S(=O)(=O)N(C)C)n1. As a reaction SMILES: [C:64](=[O:65])([O-:66])[O-:67].[C:75]([O-:76])(=[O:77])[CH3:78].[C:80]([O-:81])(=[O:82])[CH3:83].[CH3:1][O:2][C:3]([c:4]1[cH:5][c:6]([Cl:16])[n:7][c:8]([S:10]([N:11]([CH3:12])[CH3:13])(=[O:14])=[O:15])[cH:9]1)=[O:17].[CH3:84][c:85]1[cH:86][cH:87][cH:88][cH:89][cH:90]1.[CH:70]([CH3:71])([CH2:72][CH3:73])[NH2:74].[Cs+:68].[Cs+:69].[Pd+2:79].[c:18]1([P:19]([c:20]2[cH:21][cH:22][cH:23][cH:24][cH:25]2)[c:26]2[cH:27][cH:28][c:29]3[c:30]([cH:31][cH:32][cH:33][cH:34]3)[c:35]2-[c:36]2[c:37]3[c:38]([cH:39][cH:40][cH:41][cH:42]3)[cH:43][cH:44][c:45]2[P:46]([c:47]2[cH:48][cH:49][cH:50][cH:51][cH:52]2)[c:53]2[cH:54][cH:55][cH:56][cH:57][cH:58]2)[cH:59][cH:60][cH:61][cH:62][cH:63]1>>[CH3:1][O:2][C:3]([c:4]1[cH:5][c:6]([NH:74][CH:70]([CH3:71])[CH2:72][CH3:73])[n:7][c:8]([S:10]([N:11]([CH3:12])[CH3:13])(=[O:14])=[O:15])[cH:9]1)=[O:17]. The reactants are CCO, CI, C[O-], [Na+], O, S=C1Nc2ccccc2Cc2nccn21. Product: CSC1=Nc2ccccc2Cc2nccn21. RXN SMILES: [CH3:1][CH2:2][OH:3].[CH3:22][I:23].[CH3:4][O-:5].[Na+:6].[OH2:24].[n:7]1[cH:8][cH:9][n:10]2[c:16]1[CH2:15][c:14]1[c:13]([cH:20][cH:19][cH:18][cH:17]1)[NH:12][C:11]2=[S:21]>>[CH3:1][S:21][C:11]1=[N:12][c:13]2[c:14]([cH:17][cH:18][cH:19][cH:20]2)[CH2:15][c:16]2[n:7][cH:8][cH:9][n:10]21.